This data is from the Open Reaction Database (ORD), a public repository of structured organic reaction records. The task is: describe an organic reaction: reactants, conditions, products, and yield The reactants are C(OC(Cl)(Cl)Cl)(OC(Cl)(Cl)Cl)=O (bis(trichloromethyl) carbonate), C(C)C1(COCC1)CCN (2-(3-ethyl-tetrahydro-furan-3-yl)-ethylamine), [C@H]1(CCC2=CC=CC=C12)NC1=NC2=CC=C(C=C2C=C1)N ((R)—N2-indan-1-yl-quinoline-2,6-diamine). The product is [C@H]1(CCC2=CC=CC=C12)NC1=NC2=CC=C(C=C2C=C1)NC(=O)N1CCC2(CCOC2)CC1 (2-Oxa-8-aza-spiro[4.5]decane-8-carboxylic acid [2-((R)-indan-1-ylamino)-quinolin-6-yl]-amide). Reaction SMILES: [C:1](=[O:12])(OC(Cl)(Cl)Cl)OC(Cl)(Cl)Cl.[CH2:13]([C:15]1([CH2:20][CH2:21][NH2:22])[CH2:19][CH2:18][O:17][CH2:16]1)[CH3:14].[C@H:23]1([NH:32][C:33]2[CH:42]=[CH:41][C:40]3[C:35](=[CH:36][CH:37]=[C:38]([NH2:43])[CH:39]=3)[N:34]=2)[C:31]2[C:26](=[CH:27][CH:28]=[CH:29][CH:30]=2)[CH2:25][CH2:24]1>>[C@H:23]1([NH:32][C:33]2[CH:42]=[CH:41][C:40]3[C:35](=[CH:36][CH:37]=[C:38]([NH:43][C:1]([N:22]4[CH2:14][CH2:13][C:15]5([CH2:16][O:17][CH2:18][CH2:19]5)[CH2:20][CH2:21]4)=[O:12])[CH:39]=3)[N:34]=2)[C:31]2[C:26](=[CH:27][CH:28]=[CH:29][CH:30]=2)[CH2:25][CH2:24]1. Procedure: The title compound was prepared in accordance with the general method 4 described in example 16 from bis(trichloromethyl) carbonate, 2-(3-ethyl-tetrahydro-furan-3-yl)-ethylamine and (R)—N2-indan-1-yl-quinoline-2,6-diamine; MS: m/e=443.7 (M+H+). The reactants are BrC1=CC2=C(NC(COC2)=O)N=C1 (3-Bromo-5,9-dihydro-6-oxa-1,9-diazabenzocyclohepten-8-one), solution. The solvent is C1CCOC1 (THF), C1CCOC1 (THF). Run at temperature 0 celsius, time 18 hour. The product is BrC1=CC2=C(NCCOC2)N=C1 (3-Bromo-5,7,8,9-tetrahydro-6-oxa-1,9-diaza-benzocycloheptene). Yield: 38.1%. RXN SMILES: [Br:1][C:2]1[CH:13]=[N:12][C:5]2[NH:6][C:7](=O)[CH2:8][O:9][CH2:10][C:4]=2[CH:3]=1>C1COCC1>[Br:1][C:2]1[CH:13]=[N:12][C:5]2[NH:6][CH2:7][CH2:8][O:9][CH2:10][C:4]=2[CH:3]=1. Procedure details: To a solution of 3-Bromo-5,9-dihydro-6-oxa-1,9-diazabenzocyclohepten-8-one (1.0 g, 4.13 mmol) in THF (40 mL) at 0° C. was added BH3 (30 mL of a 1.0 M solution in THF, 30.0 mmol). The solution was heated to reflux. After 18 h, the solution was cooled to 0° C. and the reaction quenched with H2O (2.5 mL). The mixture was concentrated and the resulting off-white solid was dissolved in MeOH (30 mL) and NaOH (15 mL of a 2 N solution). The mixture was heated at reflux for 4 h. The MeOH was removed unde... Yields the product COC(=O)c1ccc(OC)c(C(C(=O)C#C[Si](C)(C)C)c2ccc(Cl)nn2)c1. Reactants: C1CCOC1, C[Si](C)(C)[N-][Si](C)(C)C, CCOC(=O)C#C[Si](C)(C)C, COC(=O)c1ccc(OC)c(Cc2ccc(Cl)nn2)c1, [Li+]. RXN SMILES: [CH2:42]1[O:43][CH2:44][CH2:45][CH2:46]1.[CH3:22][Si:23]([N-:24][Si:25]([CH3:26])([CH3:27])[CH3:28])([CH3:29])[CH3:30].[CH3:31][Si:32]([C:33]#[C:34][C:35](=[O:36])[O:37][CH2:38][CH3:39])([CH3:40])[CH3:41].[Cl:1][c:2]1[cH:3][cH:4][c:5]([CH2:8][c:9]2[cH:10][c:11]([C:12](=[O:13])[O:14][CH3:15])[cH:16][cH:17][c:18]2[O:19][CH3:20])[n:6][n:7]1.[Li+:21]>>[Cl:1][c:2]1[cH:3][cH:4][c:5]([CH:8]([c:9]2[cH:10][c:11]([C:12](=[O:13])[O:14][CH3:15])[cH:16][cH:17][c:18]2[O:19][CH3:20])[C:35]([C:34]#[C:33][Si:32]([CH3:31])([CH3:40])[CH3:41])=[O:36])[n:6][n:7]1.